From a dataset of the Open Reaction Database (ORD), a public repository of structured organic reaction records. describe an organic reaction: reactants, conditions, products, and yield The reactants are O.[OH-].[Li+] (lithium hydroxide monohydrate), C(C)(C)(C)OC(=O)N(C)CC=1N(C(=C(N1)C(C)(C)O)C(=O)OC)CC1=CC=C(C=C1)C1=C(C=CC=C1)C(=O)C(=O)OC (methyl 2-(N-t-butoxycarbonyl-N-methylaminomethyl)-4-(1-hydroxy-1-methylethyl)-1-[(2'-methoxalylbiphenyl-4-yl)methyl]imidazole-5-carboxylate). Run in O (water), O1CCOCC1 (dioxane). Reaction conditions: time 2.5 hour. Yields the product C(C)(C)(C)OC(=O)N(C)CC=1N(C(=C(N1)C(C)(C)O)C(=O)O)CC1=CC=C(C=C1)C1=C(C=CC=C1)C(=O)C(=O)O (2-(N-t-Butoxycarbonyl-N-methylaminomethyl)-4-(1-hydroxy-1-methylethyl)-1-[(2'-oxalobiphenyl-4-yl)methyl]imidazole-5-carboxylic acid). The yield is 93.7%. As a reaction SMILES: O.[OH-].[Li+].[C:4]([O:8][C:9]([N:11]([CH2:13][C:14]1[N:15]([CH2:27][C:28]2[CH:33]=[CH:32][C:31]([C:34]3[CH:39]=[CH:38][CH:37]=[CH:36][C:35]=3[C:40]([C:42]([O:44]C)=[O:43])=[O:41])=[CH:30][CH:29]=2)[C:16]([C:23]([O:25]C)=[O:24])=[C:17]([C:19]([OH:22])([CH3:21])[CH3:20])[N:18]=1)[CH3:12])=[O:10])([CH3:7])([CH3:6])[CH3:5]>O.O1CCOCC1>[C:4]([O:8][C:9]([N:11]([CH2:13][C:14]1[N:15]([CH2:27][C:28]2[CH:33]=[CH:32][C:31]([C:34]3[CH:39]=[CH:38][CH:37]=[CH:36][C:35]=3[C:40]([C:42]([OH:44])=[O:43])=[O:41])=[CH:30][CH:29]=2)[C:16]([C:23]([OH:25])=[O:24])=[C:17]([C:19]([OH:22])([CH3:21])[CH3:20])[N:18]=1)[CH3:12])=[O:10])([CH3:5])([CH3:6])[CH3:7] |f:0.1.2|. Procedure: A solution of 81 mg of lithium hydroxide monohydrate dissolved in 5 ml of water was added to a solution of 380 mg of methyl 2-(N-t-butoxycarbonyl-N-methylaminomethyl)-4-(1-hydroxy-1-methylethyl)-1-[(2'-methoxalylbiphenyl-4-yl)methyl]imidazole-5-carboxylate [prepared as described in step (a) above] dissolved in 5 mg of dioxane, and the resulting mixture was stirred at room temperature for 2.5 hours. At the end of this time, the dioxane was removed by distillation under reduced pressure, and then ... Starting materials: BrC=1C=C(C(=C(C1)C)OCCCCCCCBr)C (5-bromo-2-(7-bromoheptyloxy)-1,3-dimethylbenzene), C[O-].[Na+] (sodium methoxide). Solvent: CO (methanol), CO (methanol). The product is BrC=1C=C(C(=C(C1)C)OCCCCCCCOC)C (5-bromo-2-(7-methoxyheptyloxy)-1,3-dimethylbenzene). Reaction SMILES: [Br:1][C:2]1[CH:3]=[C:4]([CH3:18])[C:5]([O:9][CH2:10][CH2:11][CH2:12][CH2:13][CH2:14][CH2:15][CH2:16]Br)=[C:6]([CH3:8])[CH:7]=1.[CH3:19][O-:20].[Na+]>CO>[Br:1][C:2]1[CH:3]=[C:4]([CH3:18])[C:5]([O:9][CH2:10][CH2:11][CH2:12][CH2:13][CH2:14][CH2:15][CH2:16][O:20][CH3:19])=[C:6]([CH3:8])[CH:7]=1 |f:1.2|. Procedure details: A solution of crude 5-bromo-2-(7-bromoheptyloxy)-1,3-dimethylbenzene (7.81 g) in methanol (78 ml) was treated with 28% sodium methoxide in methanol (78 ml), and the solution was refluxed for 8 hours. After cooling, the reaction mixture was evaporated under reduced pressure, and the residue was extracted with methylene chloride. The organic layer was dried over magnesium sulfate and magnesium sulfate was filtered off, and then the filtrate was evaporated under reduced pressure. The residue was pu... The reactants are ClC1=CC=C(C=C1)C=1N=C(OC1CCC(=O)O)SC1=NC=CC=C1 (4-(4-chlorophenyl)-2-(2-pyridylthio)-5-oxazolepropionic acid), ICC (iodoethane). Solvent: O (Water). Product: ClC1=CC=C(C=C1)C=1N=C(OC1CCC(=O)OCC)SC1=NC=CC=C1 (ethyl 4-(4-chlorophenyl)-2-(2-pyridylthio)-5-oxazolepropionate). Yield: 96.0%. Reaction SMILES: [Cl:1][C:2]1[CH:7]=[CH:6][C:5]([C:8]2[N:9]=[C:10]([S:18][C:19]3[CH:24]=[CH:23][CH:22]=[CH:21][N:20]=3)[O:11][C:12]=2[CH2:13][CH2:14][C:15]([OH:17])=[O:16])=[CH:4][CH:3]=1.I[CH2:26][CH3:27]>O>[Cl:1][C:2]1[CH:3]=[CH:4][C:5]([C:8]2[N:9]=[C:10]([S:18][C:19]3[CH:24]=[CH:23][CH:22]=[CH:21][N:20]=3)[O:11][C:12]=2[CH2:13][CH2:14][C:15]([O:17][CH2:26][CH3:27])=[O:16])=[CH:6][CH:7]=1. Procedure: Water was added to a mixture which was obtained by ) reacting 4-(4-chlorophenyl)-2-(2-pyridylthio)-5-oxazolepropionic acid with iodoethane in the same manner as Example 52. This was extracted with ethyl acetate. The ethyl acetate layer was washed with water, and dried (MgSO4). The residue obtained by evaporated the solvent was subjected to silica gel column chromatography. From the fraction eluted with ethyl acetate-hexane (1:4, v/v), obtained was ethyl 4-(4-chlorophenyl)-2-(2-pyridylthio)-5-oxa...